From a dataset of the Open Reaction Database (ORD), a public repository of structured organic reaction records. describe an organic reaction: reactants, conditions, products, and yield The reactants are NC=1C(=C2/C(/C(NC2=CC1)=O)=C/C=1NC=CC1OC)C#CCO ((Z)-5-amino-1,3-dihydro-4-(3-hydroxy-1-propynyl)-3-[(3-methoxy-1H-pyrrol-2-yl)methylene]-2H-indol-2-one), S1C(=CC=C1)CC(=O)Cl (2-thiopheneacetyl chloride). The solvent is C1CCOC1 (THF). Product: COC1=C(NC=C1)\C=C\1/C(NC2=CC=C(C(=C12)C#CCO)NC(CC=1SC=CC1)=O)=O ((Z)-N-[2,3-dihydro-3-[(3-methoxy-1H-pyrrol-2-yl)methylene]-2-oxo-4-(3-hydroxy-1-propynyl)-1H-indol-5-yl]-2-thiopheneacetamide). As a reaction SMILES: [NH2:1][C:2]1[C:3]([C:20]#[C:21][CH2:22][OH:23])=[C:4]2[C:8](=[CH:9][CH:10]=1)[NH:7][C:6](=[O:11])/[C:5]/2=[CH:12]\[C:13]1[NH:14][CH:15]=[CH:16][C:17]=1[O:18][CH3:19].[S:24]1[CH:28]=[CH:27][CH:26]=[C:25]1[CH2:29][C:30](Cl)=[O:31]>C1COCC1>[CH3:19][O:18][C:17]1[CH:16]=[CH:15][NH:14][C:13]=1/[CH:12]=[C:5]1\[C:6](=[O:11])[NH:7][C:8]2[C:4]\1=[C:3]([C:20]#[C:21][CH2:22][OH:23])[C:2]([NH:1][C:30](=[O:31])[CH2:29][C:25]1[S:24][CH:28]=[CH:27][CH:26]=1)=[CH:10][CH:9]=2. Procedure details: Using Method M above, (Z)-5-amino-1,3-dihydro-4-(3-hydroxy-1-propynyl)-3-[(3-methoxy-1H-pyrrol-2-yl)methylene]-2H-indol-2-one (20 mg, 0.065 mmol) (from Example 32 above) was acylated with 2-thiopheneacetyl chloride (21 mg, 0.13 mmol) (Aldrich) in THF (2 mL) at RT for 2 h to give (Z)-N-[2,3-dihydro-3-[(3-methoxy-1H-pyrrol-2-yl)methylene]-2-oxo-4-(3-hydroxy-1-propynyl)-1H-indol-5-yl]-2-thiopheneacetamide. (Yield 18.2 mg, 65%). The reactants are BrC1=NC=CC=C1 (2-bromopyridine), C(#C)C1=C2/C(/C(NC2=CC=C1)=O)=C/C=1NC=CC1OC ((Z)-1,3-dihydro-4-ethynyl-3-[(3-methoxy-1H-pyrrol-2-yl)methylene]-2H-indol-2-one), C(#C)C1=C2/C(/C(NC2=CC=C1)=O)=C/C=1NC=CC1OC ((Z)-1,3-dihydro-4-ethynyl-3-[(3-methoxy-1H-pyrrol-2-yl)methylene]-2H-indol-2-one). Reagents/catalysts: [Cu]I (CuI). Run in CN(C)C=O (DMF), CCN(CC)CC (Et3N). Product: COC1=C(NC=C1)\C=C\1/C(NC2=CC=CC(=C12)C#CC1=NC=CC=C1)=O ((Z)-1,3-dihydro-3-[(3-methoxy-1H-pyrrol-2-yl)methylene]-4-[(2-pyridinyl)ethynyl]-2H-indol-2-one). RXN SMILES: Br[C:2]1[CH:7]=[CH:6][CH:5]=[CH:4][N:3]=1.[C:8]([C:10]1[CH:18]=[CH:17][CH:16]=[C:15]2[C:11]=1/[C:12](=[CH:20]/[C:21]1[NH:22][CH:23]=[CH:24][C:25]=1[O:26][CH3:27])/[C:13](=[O:19])[NH:14]2)#[CH:9]>[Cu]I.CN(C=O)C.CCN(CC)CC>[CH3:27][O:26][C:25]1[CH:24]=[CH:23][NH:22][C:21]=1/[CH:20]=[C:12]1\[C:13](=[O:19])[NH:14][C:15]2[C:11]\1=[C:10]([C:8]#[C:9][C:2]1[CH:7]=[CH:6][CH:5]=[CH:4][N:3]=1)[CH:18]=[CH:17][CH:16]=2. Procedure: Using Method J above, 2-bromopyridine (44.9 mg, 0.28 mmol) (Aldrich) was coupled with (Z)-1,3-dihydro-4-ethynyl-3-[(3-methoxy-1H-pyrrol-2-yl)methylene]-2H-indol-2-one (Starting Material 5) (50 mg, 0.19 mmol) using DPPFPdCl2 (7.7 mg) (Aldrich) and CuI (2 mg) (Aldrich) as catalyst in DMF (3 mL) and Et3N (3 mL) as solvent and heating at reflux for 2 days, yielding (Z)-1,3-dihydro-3-[(3-methoxy-1H-pyrrol-2-yl)methylene]-4-[(2-pyridinyl)ethynyl]-2H-indol-2-one. (Yield 30 mg, 47%). The reactants are CC1CNCCN1, CCOC(C)=O, CCN(C(C)C)C(C)C, ClCCl, Cl, C1COCCO1, O, O=S(=O)(Cl)c1ccccc1. Yields the product CC1CN(S(=O)(=O)c2ccccc2)CCN1, Cl. RXN SMILES: [CH3:1][CH:2]1[NH:3][CH2:4][CH2:5][NH:6][CH2:7]1.[CH3:29][CH2:30][O:31][C:32]([CH3:33])=[O:34].[CH:8]([N:9]([CH2:10][CH3:11])[CH:12]([CH3:13])[CH3:14])([CH3:15])[CH3:16].[Cl:41][CH2:42][Cl:43].[ClH:27].[O:35]1[CH2:36][CH2:37][O:38][CH2:39][CH2:40]1.[OH2:28].[c:17]1([S:23](=[O:24])(=[O:25])[Cl:26])[cH:18][cH:19][cH:20][cH:21][cH:22]1>>[CH3:1][CH:2]1[NH:3][CH2:4][CH2:5][N:6]([S:23]([c:17]2[cH:18][cH:19][cH:20][cH:21][cH:22]2)(=[O:24])=[O:25])[CH2:7]1.[ClH:26]. Product: C(C1=CC=CC=C1)OC=1C=C(C=CC1)CC(=O)O (2-(3-(benzyloxy)phenyl)acetic acid). Procedure details: A mixture of 2-(3-hydroxyphenyl)acetic acid (0.6 g, 3.95 mmol), benzyl bromide (0.710 g, 4.14 mmol), potassium hydroxide (0.550 g, 9.87 mmol), KI (13 mg, 0.079 mmol) in THF (20 mL) was refluxed for 18 h. The solvent was removed and the residue was dissolved in 50 mL of water and extracted with ether. The aqueous layer was acidified with aqueous 1N HCl and the white precipitate that formed was filtered off to afford 2-(3-(benzyloxy)phenyl)acetic acid as a gray solid (0.87 g, 91%). Solvent: C1CCOC1 (THF). As a reaction SMILES: [OH:1][C:2]1[CH:3]=[C:4]([CH2:8][C:9]([OH:11])=[O:10])[CH:5]=[CH:6][CH:7]=1.[CH2:12](Br)[C:13]1[CH:18]=[CH:17][CH:16]=[CH:15][CH:14]=1.[OH-].[K+]>C1COCC1>[CH2:12]([O:1][C:2]1[CH:3]=[C:4]([CH2:8][C:9]([OH:11])=[O:10])[CH:5]=[CH:6][CH:7]=1)[C:13]1[CH:18]=[CH:17][CH:16]=[CH:15][CH:14]=1 |f:2.3|. Reactants: OC=1C=C(C=CC1)CC(=O)O (2-(3-hydroxyphenyl)acetic acid), C(C1=CC=CC=C1)Br (benzyl bromide), [OH-].[K+] (potassium hydroxide). Yield: 90.9%. Starting materials: C1(=CC=CC=C1)P(C1=CC=CC=C1)C1=CC=CC=C1 (triphenylphosphine), ClC(=O)OCCCC (n-butyl chloroformate), CN1C(CCCC1(C)C)(C)C (1,2,2,6,6-pentamethylpiperidine), C1(=CC=CC=C1)C#C (phenylacetylene). The reagents and catalysts are C(C)(=O)[O-].[Pd+2].C(C)(=O)[O-] (palladium(II) acetate), CN(C1=CC=NC=C1)C (4-dimethylaminopyridine). Solvent: ClCCl (dichloromethane). Run at time 1 hour. Product: C1(=CC=CC=C1)C#CC(=O)OCCCC (n-butyl phenylpropynoate). Yield: 85.0%. RXN SMILES: C1(P(C2C=CC=CC=2)C2C=CC=CC=2)C=CC=CC=1.CN1C(C)(C)CCCC1(C)C.[C:31]1([C:37]#[CH:38])[CH:36]=[CH:35][CH:34]=[CH:33][CH:32]=1.Cl[C:40]([O:42][CH2:43][CH2:44][CH2:45][CH3:46])=[O:41]>CN(C)C1C=CN=CC=1.C([O-])(=O)C.[Pd+2].C([O-])(=O)C.ClCCl>[C:31]1([C:37]#[C:38][C:40]([O:42][CH2:43][CH2:44][CH2:45][CH3:46])=[O:41])[CH:36]=[CH:35][CH:34]=[CH:33][CH:32]=1 |f:5.6.7|. Reported procedure: 0.25 g (1.1 mmol) of palladium(II) acetate and 1.16 g (4.4 mmol) of triphenylphosphine are introduced into 100 ml of dichloromethane in a 250 ml round-bottomed flask under argon. The yellow solution is stirred at room temperature for 1 h. Then 0.06 g (0.5 mmol) of 4-dimethylaminopyridine, 8.53 g (55.5 mmol) of 1,2,2,6,6-pentamethylpiperidine and 5.1 g (50 mmol) of phenylacetylene are added. The mixture is heated to reflux at 40° C. and then 6.83 g (50 mmol) of n-butyl chloroformate are added dro... Reactants: OC1=C(C(=CC(=C1)OC)OC)C(CC(=O)C1=CC=NC=C1)=O (1-(2-hydroxy-4,6-dimethoxyphenyl)-3-pyridin-4-yl-propane-1,3-dione), C(C)(=O)O (acetic acid), Cl (HCl), C(=O)(O)[O-].[Na+] (NaHCO3). Solvent: O (water). Run at temperature 100 celsius. Product: Cl.O1C=CC(C2=CC=CC=C12)=O (4H-chromen-4-one hydrochloride). The yield is 13.0%. RXN SMILES: O[C:2]1[CH:7]=[C:6](OC)[CH:5]=[C:4](OC)[C:3]=1[C:12](=[O:22])[CH2:13][C:14](C1C=CN=CC=1)=[O:15].C(O)(=O)C.[ClH:27].C([O-])(O)=O.[Na+]>O>[ClH:27].[O:15]1[C:4]2[C:3](=[CH:2][CH:7]=[CH:6][CH:5]=2)[C:12](=[O:22])[CH:13]=[CH:14]1 |f:3.4,6.7|. Procedure details: To a solution of isonicotinic acid-2-acetyl-3,5-dimethoxyphenyl ester (2.72 g, 9.03 mmol) in anhydrous THF (50 mL) was added potassium tert-butoxide (1.21 g, 10.8 mmol) in small portions. The reaction mixture was stirred at room temperature for 24 hours. A sat. NH4Cl solution (20 mL) was added. The organic layer was separated and aqueous phase was extracted with ethyl acetate (100 mL). The combined organic phase were washed with water, brine and dried over anhydrous Na2SO4. Removal of solvent ga...